This data is from the Open Reaction Database (ORD), a public repository of structured organic reaction records. The task is: describe an organic reaction: reactants, conditions, products, and yield Starting materials: CC(C)C1=CC(=C(C(=C1)C(C)C)C2=C(C=CC=C2)P(C3CCCCC3)C4CCCCC4)C(C)C (X-Phos), ClC=1C=C(C=2N(N1)C=CN2)NC2=NC(=CC=C2)N2C(CCC2)C (6-chloro-N-(6-(2-methylpyrrolidin-1-yl)pyridin-2-yl)imidazo[1,2-b]pyridazin-8-amine), C(C)(C)(C)C1=CC=C(C=C1)B(O)O (4-tert-butylphenylboronic acid), C(=O)([O-])[O-].[Na+].[Na+] (Na2CO3). The reagents and catalysts are C=1C=CC(=CC1)/C=C/C(=O)/C=C/C2=CC=CC=C2.C=1C=CC(=CC1)/C=C/C(=O)/C=C/C2=CC=CC=C2.[Pd] (Pd(dba)2). Solvent: O1CCOCC1.O (dioxane H2O). Product: C(C)(C)(C)C1=CC=C(C=C1)C=1C=C(C=2N(N1)C=CN2)NC2=NC(=CC=C2)N2C(CCC2)C (6-(4-tert-butylphenyl)-N-(6-(2-methylpyrrolidin-1-yl)pyridin-2-yl)imidazo[1,2-b]pyri-dazin-8-amine). Isolated yield 38.4%. As a reaction SMILES: Cl[C:2]1[CH:3]=[C:4]([NH:11][C:12]2[CH:17]=[CH:16][CH:15]=[C:14]([N:18]3[CH2:22][CH2:21][CH2:20][CH:19]3[CH3:23])[N:13]=2)[C:5]2[N:6]([CH:8]=[CH:9][N:10]=2)[N:7]=1.[C:24]([C:28]1[CH:33]=[CH:32][C:31](B(O)O)=[CH:30][CH:29]=1)([CH3:27])([CH3:26])[CH3:25].C([O-])([O-])=O.[Na+].[Na+].CC(C1C=C(C(C)C)C(C2C=CC=CC=2P(C2CCCCC2)C2CCCCC2)=C(C(C)C)C=1)C>O1CCOCC1.O.C1C=CC(/C=C/C(/C=C/C2C=CC=CC=2)=O)=CC=1.C1C=CC(/C=C/C(/C=C/C2C=CC=CC=2)=O)=CC=1.[Pd]>[C:24]([C:28]1[CH:33]=[CH:32][C:31]([C:2]2[CH:3]=[C:4]([NH:11][C:12]3[CH:17]=[CH:16][CH:15]=[C:14]([N:18]4[CH2:22][CH2:21][CH2:20][CH:19]4[CH3:23])[N:13]=3)[C:5]3[N:6]([CH:8]=[CH:9][N:10]=3)[N:7]=2)=[CH:30][CH:29]=1)([CH3:27])([CH3:26])[CH3:25] |f:2.3.4,6.7,8.9.10|. Procedure: To a solution of 6-chloro-N-(6-(2-methylpyrrolidin-1-yl)pyridin-2-yl)imidazo[1,2-b]pyridazin-8-amine (60 mg, 0.183 mmol) and 4-tert-butylphenylboronic acid (49 mg, 0.274 mmol) in dioxane/H2O (10 mL/1 mL) was added Na2CO3 (39 mg, 0.366 mmol) followed by Pd(dba)2 (21 mg) and X-Phos (9 mg) under nitrogen with stirring. The mixture was refluxed for 15 h under nitrogen. After cooling, the solvent was concentrated in vacuo. The residue was purified by chromatography (silica, dichloromethane:MeOH=100:1... Starting materials: CC(=O)O, Cc1ccccc1, COc1ccc(F)cc1C(C)(C)CC(O)(C=O)C(F)(F)F, Nc1cccc2nc(CN3CCOCC3)ccc12. Yields the product COc1ccc(F)cc1C(C)(C)CC(O)(C=Nc1cccc2nc(CN3CCOCC3)ccc12)C(F)(F)F. As a reaction SMILES: [CH3:40][C:41](=[O:42])[OH:43].[CH3:44][c:45]1[cH:46][cH:47][cH:48][cH:49][cH:50]1.[F:19][c:20]1[cH:21][cH:22][c:23]([O:38][CH3:39])[c:24]([C:26]([CH2:27][C:28]([CH:29]=[O:30])([C:31]([F:32])([F:33])[F:34])[OH:35])([CH3:36])[CH3:37])[cH:25]1.[NH2:1][c:2]1[c:3]2[cH:4][cH:5][c:6]([CH2:12][N:13]3[CH2:14][CH2:15][O:16][CH2:17][CH2:18]3)[n:7][c:8]2[cH:9][cH:10][cH:11]1>>[N:1]([c:2]1[c:3]2[cH:4][cH:5][c:6]([CH2:12][N:13]3[CH2:14][CH2:15][O:16][CH2:17][CH2:18]3)[n:7][c:8]2[cH:9][cH:10][cH:11]1)=[CH:29][C:28]([CH2:27][C:26]([c:24]1[c:23]([O:38][CH3:39])[cH:22][cH:21][c:20]([F:19])[cH:25]1)([CH3:36])[CH3:37])([C:31]([F:32])([F:33])[F:34])[OH:35]. Reactants: O=C=NC12CC3CC(CC(C3)C1)C2, Clc1ccc2c(N3CCNCC3)ccnc2c1, ClCCl. The product is O=C(NC12CC3CC(CC(C3)C1)C2)N1CCN(c2ccnc3cc(Cl)ccc23)CC1. RXN SMILES: [C:18]12([N:28]=[C:29]=[O:30])[CH2:19][CH:20]3[CH2:21][CH:22]([CH2:23][CH:24]([CH2:25]1)[CH2:26]3)[CH2:27]2.[Cl:1][c:2]1[cH:3][cH:4][c:5]2[c:6]([N:12]3[CH2:13][CH2:14][NH:15][CH2:16][CH2:17]3)[cH:7][cH:8][n:9][c:10]2[cH:11]1.[Cl:31][CH2:32][Cl:33]>>[Cl:1][c:2]1[cH:3][cH:4][c:5]2[c:6]([N:12]3[CH2:13][CH2:14][N:15]([C:29]([NH:28][C:18]45[CH2:19][CH:20]6[CH2:21][CH:22]([CH2:23][CH:24]([CH2:25]4)[CH2:26]6)[CH2:27]5)=[O:30])[CH2:16][CH2:17]3)[cH:7][cH:8][n:9][c:10]2[cH:11]1. Isolated yield 31.4%. RXN SMILES: Cl.[NH2:2][C:3]([NH2:5])=[NH:4].C[O-].[Na+].Cl.Cl[C:11]([C:13]1[CH:17]=[CH:16][N:15]([C:18]2[CH:27]=[CH:26][CH:25]=[C:24]3[C:19]=2[CH:20]=[CH:21][CH:22]=[N:23]3)[CH:14]=1)=[O:12]>CO.O1CCCC1.ClCCl>[NH:4]([C:11]([C:13]1[CH:17]=[CH:16][N:15]([C:18]2[CH:27]=[CH:26][CH:25]=[C:24]3[C:19]=2[CH:20]=[CH:21][CH:22]=[N:23]3)[CH:14]=1)=[O:12])[C:3]([NH2:5])=[NH:2] |f:0.1,2.3,4.5,7.8|. Run in CO (methanol), O1CCCC1.ClCCl (tetrahydrofuran dichloromethane). Yields the product N(C(=N)N)C(=O)C1=CN(C=C1)C1=C2C=CC=NC2=CC=C1 (3-guanidinocarbonyl-1-(quinol-5-yl)-1H-pyrrole). Conditions: temperature 22 celsius, time 2 hour. Reported procedure: 0.9 g (9.42 mmol) of guanidine hydrochloride is added to a solution of 0.51 g (9.44 mmol) of sodium methoxide in 15 mL of methanol at a temperature in the region of 22° C. under an argon atmosphere. After stirring at a temperature in the region of 22° C. for 2 hours, the solvent is evaporated off under reduced pressure (2.7 kPa). The residue, placed under an argon atmosphere, is taken up in 20 mL of a tetrahydrofuran/dichloromethane (1/1 by volume) mixture and then 0.55 g (1.88 mmol) of 3-chloro... The reactants are Cl.NC(=N)N (guanidine hydrochloride), C[O-].[Na+] (sodium methoxide), Cl.ClC(=O)C1=CN(C=C1)C1=C2C=CC=NC2=CC=C1 (3-chlorocarbonyl-1-(quinol-5-yl)-1H-pyrrole hydrochloride). Reactants: [Br-], CCCCCCCC[Mg+], FC1(F)c2cc(Br)ccc2-c2ccc(Br)cc2C1(F)F. Yields the product CCCCCCCCc1ccc2c(c1)C(F)(F)C(F)(F)c1cc(Br)ccc1-2. Reaction SMILES: [Br-:21].[CH2:22]([CH2:23][CH2:24][CH2:25][CH2:26][CH2:27][CH2:28][CH3:29])[Mg+:30].[F:1][C:2]1([F:20])[c:3]2[cH:4][c:5]([Br:19])[cH:6][cH:7][c:8]2-[c:9]2[cH:10][cH:11][c:12]([Br:18])[cH:13][c:14]2[C:15]1([F:16])[F:17]>>[F:1][C:2]1([F:20])[c:3]2[cH:4][c:5]([Br:19])[cH:6][cH:7][c:8]2-[c:9]2[cH:10][cH:11][c:12]([CH2:22][CH2:23][CH2:24][CH2:25][CH2:26][CH2:27][CH2:28][CH3:29])[cH:13][c:14]2[C:15]1([F:16])[F:17]. The solvent is C1CCOC1 (THF). Reported procedure: Following the general procedure, condensation of 3,5-dichloro-4-methylpyridine (154 mg, 0.95 mmol) with compound 526 (250 mg, 0.73 mmol) in THF (4 mL) in the presence of LiHMDS (2.2 mL, 2.2 mmol) afforded compound 132 as a white solid material after purification by column chromatography (45-55% EtOAc in light petroleum). LC-MS: RT=4.39 min.; m/z 472.15, 474.14 (M+H)+. 1H NMR (DMSO-d6): δ 8.65 (2H, s), 7.42 (1H, d, J 8.9), 6.88 (1H, d, J 8.9), 4.64 (2H, s), 4.43 (2H, s), 4.24 (2H, s), 3.85 (3H, s... Reactants: ClC=1C=NC=C(C1C)Cl (3,5-dichloro-4-methylpyridine), COC(=O)C1=CC=C(C=2OCC3(CSCSC3)COC21)OC (9-Methoxy-spiro[2H-1,5-benzodioxepin-3(4H),5′-[1,3]dithiane]-6-carboxylic acid methyl ester), [Li+].C[Si](C)(C)[N-][Si](C)(C)C (LiHMDS). RXN SMILES: [Cl:1][C:2]1[CH:3]=[N:4][CH:5]=[C:6]([Cl:9])[C:7]=1[CH3:8].C[O:11][C:12]([C:14]1[C:29]2[O:28][CH2:27][C:21]3([CH2:26][S:25][CH2:24][S:23][CH2:22]3)[CH2:20][O:19][C:18]=2[C:17]([O:30][CH3:31])=[CH:16][CH:15]=1)=O.[Li+].C[Si]([N-][Si](C)(C)C)(C)C>C1COCC1>[Cl:1][C:2]1[CH:3]=[N:4][CH:5]=[C:6]([Cl:9])[C:7]=1[CH2:8][C:12]([C:14]1[C:29]2[O:28][CH2:27][C:21]3([CH2:26][S:25][CH2:24][S:23][CH2:22]3)[CH2:20][O:19][C:18]=2[C:17]([O:30][CH3:31])=[CH:16][CH:15]=1)=[O:11] |f:2.3|. Yields the product ClC=1C=NC=C(C1CC(=O)C1=CC=C(C=2OCC3(CSCSC3)COC21)OC)Cl (2-(3,5-Dichloropyridin-4-yl)-1-{9-methoxy-spiro[2H-1,5-benzodioxepin-3(4H),5′-[1,3]dithiane]-6-yl}ethanone). The reactants are C1OC2=CC(=C(C=C2O1)[N+](=O)[O-])[N+](=O)[O-] (4,5-methylenedioxy-1,2-dinitrobenzene), CN (methylamine). Run in C(C)O (ethanol), C(C)O (ethanol). Yields the product CNC1=C(C=C2C(=C1)OCO2)[N+](=O)[O-] (2-methylamino-4,5-methylenedioxy-1-nitrobenzene). Reaction SMILES: [CH2:1]1[O:9][C:8]2[C:3](=[CH:4][C:5]([N+:13]([O-])=O)=[C:6]([N+:10]([O-:12])=[O:11])[CH:7]=2)[O:2]1.[CH3:16]N>C(O)C>[CH3:16][NH:13][C:5]1[CH:4]=[C:3]2[O:2][CH2:1][O:9][C:8]2=[CH:7][C:6]=1[N+:10]([O-:12])=[O:11]. Reported procedure: 0.05 mol (10.6 g) of 4,5-methylenedioxy-1,2-dinitrobenzene is added to 40 ml of a 33% strength solution of methylamine in absolute ethanol to which 20 ml of 96° strength ethanol have been added. The reaction edium is heated under reflux for 30 minutes. After dilution with 150 ml of ice-cold water, the expected product precipitates. After being drained and washed with water, it is recrystallized from a mixture of ethanol and acetone. It melts at 170° C. (literature 171° C.).